From a dataset of the Open Reaction Database (ORD), a public repository of structured organic reaction records. describe an organic reaction: reactants, conditions, products, and yield The reactants are BrC1=C(C=CC=C1)CC(=O)Cl ((2-bromophenyl)acetyl chloride), NC[C@@H]1[C@H](C[C@@H](O1)N1C(=O)N=C(NC(C2=CC=CC=C2)=O)C(=C1)CC)O (5'-amino-4-N-benzoyl-2',5'-dideoxy-5-ethylcytidine). Solvent: C(C)OCC (diethyl ether), [OH-].[Na+] (sodium hydroxide). Reaction conditions: time 10 minute. The product is C(C1=CC=CC=C1)(=O)NC1=NC(N([C@H]2C[C@H](O)[C@@H](CNC(CC3=C(C=CC=C3)Br)=O)O2)C=C1CC)=O (4-N-benzoyl-5'-[2-(2-bromophenyl)acetamido]-2',5'-dideoxy-5-ethylcytidine). Isolated yield 20.0%. As a reaction SMILES: [Br:1][C:2]1[CH:7]=[CH:6][CH:5]=[CH:4][C:3]=1[CH2:8][C:9](Cl)=[O:10].[NH2:12][CH2:13][C@H:14]1[O:18][C@@H:17]([N:19]2[CH:34]=[C:33]([CH2:35][CH3:36])[C:23]([NH:24][C:25](=[O:32])[C:26]3[CH:31]=[CH:30][CH:29]=[CH:28][CH:27]=3)=[N:22][C:20]2=[O:21])[CH2:16][C@@H:15]1[OH:37]>C(OCC)C.[OH-].[Na+]>[C:25]([NH:24][C:23]1[C:33]([CH2:35][CH3:36])=[CH:34][N:19]([C@@H:17]2[O:18][C@H:14]([CH2:13][NH:12][C:9](=[O:10])[CH2:8][C:3]3[CH:4]=[CH:5][CH:6]=[CH:7][C:2]=3[Br:1])[C@@H:15]([OH:37])[CH2:16]2)[C:20](=[O:21])[N:22]=1)(=[O:32])[C:26]1[CH:27]=[CH:28][CH:29]=[CH:30][CH:31]=1 |f:3.4|. Procedure details: A solution of 210 mg of (2-bromophenyl)acetyl chloride in 3 ml of diethyl ether was added to a solution of 324 mg of 5'-amino-4-N-benzoyl-2',5'-dideoxy-5-ethylcytidine in 4.9 ml of 0.18M sodium hydroxide solution and the mixture was shaken vigorously for 10 minutes. The solid was collected by filtration, washed with 2 ml of water and 1 ml of diethyl ether and recrystallized from 15 ml of ethanol to give 100 mg of 4-N-benzoyl-5'-[2-(2-bromophenyl)acetamido]-2',5'-dideoxy-5-ethylcytidine in the fo... The reactants are ClC1=NC=C(C2=C1C=CN2C)C(=O)N2CCOCC2 (4-chloro-1-methyl-7-(4-morpholinylcarbonyl)-1H-pyrrolo[3,2-c]pyridine), ClC1=C(N)C=CC(=C1)C(F)(F)F (2-chloro-4-trifluoromethylaniline), C([O-])([O-])=O.[Cs+].[Cs+] (cesium carbonate). Reagents/catalysts: C=1C=CC(=CC1)/C=C/C(=O)/C=C/C2=CC=CC=C2.C=1C=CC(=CC1)/C=C/C(=O)/C=C/C2=CC=CC=C2.C=1C=CC(=CC1)/C=C/C(=O)/C=C/C2=CC=CC=C2.[Pd].[Pd] (tris(dibenzylideneacetone)dipalladium), C1(=CC=CC=C1)P(C1=CC=CC=2C(C3=CC=CC(=C3OC12)P(C1=CC=CC=C1)C1=CC=CC=C1)(C)C)C1=CC=CC=C1 (4,5-bis(diphenylphosphino)-9,9-dimethylxanthene), C=1C=CC(=CC1)/C=C/C(=O)/C=C/C2=CC=CC=C2.C=1C=CC(=CC1)/C=C/C(=O)/C=C/C2=CC=CC=C2.C=1C=CC(=CC1)/C=C/C(=O)/C=C/C2=CC=CC=C2.[Pd].[Pd] (tris(dibenzylideneacetone)dipalladium), C1(=CC=CC=C1)P(C1=CC=CC=2C(C3=CC=CC(=C3OC12)P(C1=CC=CC=C1)C1=CC=CC=C1)(C)C)C1=CC=CC=C1 (4,5-bis(diphenylphosphino)-9,9-dimethylxanthene). The solvent is ClCCl (dichloromethane), O1CCOCC1 (1,4-dioxan). Run at temperature 100 celsius. The product is Cl.ClC1=C(C=CC(=C1)C(F)(F)F)NC1=NC=C(C2=C1C=CN2C)C(=O)N2CCOCC2 (N-[2-Chloro-4-(trifluoromethyl)phenyl]-1-methyl-7-(4-morpholinylcarbonyl)-1H-pyrrolo[3,2-c]pyridin-4-amine hydrochloride). The yield is 37.7%. As a reaction SMILES: [Cl:1][C:2]1[C:7]2[CH:8]=[CH:9][N:10]([CH3:11])[C:6]=2[C:5]([C:12]([N:14]2[CH2:19][CH2:18][O:17][CH2:16][CH2:15]2)=[O:13])=[CH:4][N:3]=1.[Cl:20][C:21]1[CH:27]=[C:26]([C:28]([F:31])([F:30])[F:29])[CH:25]=[CH:24][C:22]=1[NH2:23].C(=O)([O-])[O-].[Cs+].[Cs+]>O1CCOCC1.ClCCl.C1C=CC(/C=C/C(/C=C/C2C=CC=CC=2)=O)=CC=1.C1C=CC(/C=C/C(/C=C/C2C=CC=CC=2)=O)=CC=1.C1C=CC(/C=C/C(/C=C/C2C=CC=CC=2)=O)=CC=1.[Pd].[Pd].C1(P(C2C=CC=CC=2)C2C3OC4C(=CC=CC=4P(C4C=CC=CC=4)C4C=CC=CC=4)C(C)(C)C=3C=CC=2)C=CC=CC=1>[ClH:1].[Cl:20][C:21]1[CH:27]=[C:26]([C:28]([F:30])([F:31])[F:29])[CH:25]=[CH:24][C:22]=1[NH:23][C:2]1[C:7]2[CH:8]=[CH:9][N:10]([CH3:11])[C:6]=2[C:5]([C:12]([N:14]2[CH2:19][CH2:18][O:17][CH2:16][CH2:15]2)=[O:13])=[CH:4][N:3]=1 |f:2.3.4,7.8.9.10.11,13.14|. Reported procedure: A mixture of 4-chloro-1-methyl-7-(4-morpholinylcarbonyl)-1H-pyrrolo[3,2-c]pyridine (100 mg), 2-chloro-4-trifluoromethylaniline (80 mg), cesium carbonate (168 mg), tris(dibenzylideneacetone)dipalladium (0) (3.4 mg) and 4,5-bis(diphenylphosphino)-9,9-dimethylxanthene (2.3 mg) in 1,4-dioxan (2 ml) was heated to 100° C. under nitrogen for 2 h. Added tris(dibenzylideneacetone)dipalladium (0) (10 mg) and 4,5-bis(diphenylphosphino)-9,9-dimethylxanthene (7 mg) and continued heating at 100° C. under nitr... Reactants: solid, O (water), [OH-].[Na+] (sodium hydroxide), [H-].[Al+3].[Li+].[H-].[H-].[H-] (lithium aluminum hydride), O=C1CC(CN1CC1=CC=CC=C1)C(=O)NCCC (5-oxo-1-(phenylmethyl)-N-propyl-3-pyrrolidinecarboxamide), O (water). Solvent: O1CCCC1 (tetrahydrofuran). Conditions: time 18 hour. Yields the product C1(=CC=CC=C1)CN1CC(CC1)CNCCC (1-(phenylmethyl)-N-propyl-3-pyrrolidine methanamine). RXN SMILES: [H-].[Al+3].[Li+].[H-].[H-].[H-].O=[C:8]1[N:12]([CH2:13][C:14]2[CH:19]=[CH:18][CH:17]=[CH:16][CH:15]=2)[CH2:11][CH:10]([C:20]([NH:22][CH2:23][CH2:24][CH3:25])=O)[CH2:9]1.O.[OH-].[Na+]>O1CCCC1>[C:14]1([CH2:13][N:12]2[CH2:8][CH2:9][CH:10]([CH2:20][NH:22][CH2:23][CH2:24][CH3:25])[CH2:11]2)[CH:15]=[CH:16][CH:17]=[CH:18][CH:19]=1 |f:0.1.2.3.4.5,8.9|. Procedure: To a suspension of 8.2 g (0.2 mole) of lithium aluminum hydride in 150 ml of dry tetrahydrofuran was added portionwise, 12.0 g (45.6 mmole) of solid 5-oxo-1-(phenylmethyl)-N-propyl-3-pyrrolidinecarboxamide. When the addition was complete, the reaction mixture was stirred at room temperature for 18 hours and then at reflux for two hours. After cooling to room temperature, the mixture was treated dropwise, successively, with 8 ml of water, 8 ml of 15% aqueous sodium hydroxide and 24 ml of water, t... Procedure: A solution of 1.0 g (4.04 mmol) 5-(3-Chloro-phenyl)-nicotinic acid methyl ester in 60.0 ml Ethanol was treated at room temperature (r. t.) with 304 mg (80.7 mmol) of sodium borohydride. The mixture was stirred over night at 50° C. Then it was poured on ice and extracted tree times with ethyl acetate. The combined organic phases were washed with water, dried (sodium sulphate) and evaporated. Chromatography on silica (eluent: ethyl acetate/n-heptane 1:1) gave 261 mg (26%) of [5-(3-Chloro-phenyl)-p... The yield is 29.4%. Reaction SMILES: C[O:2][C:3](=O)[C:4]1[CH:9]=[C:8]([C:10]2[CH:15]=[CH:14][CH:13]=[C:12]([Cl:16])[CH:11]=2)[CH:7]=[N:6][CH:5]=1.[BH4-].[Na+]>C(O)C>[Cl:16][C:12]1[CH:11]=[C:10]([C:8]2[CH:9]=[C:4]([CH2:3][OH:2])[CH:5]=[N:6][CH:7]=2)[CH:15]=[CH:14][CH:13]=1 |f:1.2|. The solvent is C(C)O (Ethanol). Conditions: temperature 50 celsius. Reactants: COC(C1=CN=CC(=C1)C1=CC(=CC=C1)Cl)=O (5-(3-Chloro-phenyl)-nicotinic acid methyl ester), [BH4-].[Na+] (sodium borohydride). Product: ClC=1C=C(C=CC1)C=1C=C(C=NC1)CO ([5-(3-Chloro-phenyl)-pyridin-3-yl]-methanol). Reactants: C(C1=CC=CC=C1)O[C@@H]1[C@]2(O[C@H]([C@@H]1OC2)N2C(=O)NC(=O)C(C)=C2)COCC2=CC=CC=C2 ((1S,3R,4R,7S)-7-Benzyloxy-1-benzyloxymethyl-3-(thymin-1-yl)-2,5-dioxabicyclo[2.2.1]heptane). Reagents/catalysts: [OH-].[Pd+2].[OH-] (palladium hydroxide). Run in C(C)O (ethanol). Conditions: time 4 hour. Yields the product O[C@@H]1[C@]2(O[C@H]([C@@H]1OC2)N2C(=O)NC(=O)C(C)=C2)CO ((1S,3R,4R,7S)-7-Hydroxy-1-hydroxymethyl-3-(thymin-1-yl)-2,5-dioxabicyclo[2.2.1]heptane), material. Isolated yield 98.0%. RXN SMILES: C([O:8][C@H:9]1[C@H:13]2[O:14][CH2:15][C@:10]1([CH2:25][O:26]CC1C=CC=CC=1)[O:11][C@H:12]2[N:16]1[CH:24]=[C:22]([CH3:23])[C:20](=[O:21])[NH:19][C:17]1=[O:18])C1C=CC=CC=1>C(O)C.[OH-].[Pd+2].[OH-]>[OH:8][C@H:9]1[C@H:13]2[O:14][CH2:15][C@:10]1([CH2:25][OH:26])[O:11][C@H:12]2[N:16]1[CH:24]=[C:22]([CH3:23])[C:20](=[O:21])[NH:19][C:17]1=[O:18] |f:2.3.4|. Reported procedure: A solution of nucleoside 36 (97 mg, 0.215 mmol) in ethanol (1.5 cm3) was stirred at room temperature and 20% palladium hydroxide over carbon (50 mg) was added. The mixture was degassed several times with argon and placed in a hydrogen atmosphere with a baloon. After stirring for 4 h, the mixture was purified by silica gel column chromatography using dichloromethane-methanol (97:3, v/v) as eluent to give nucleoside 37 as a white solid material (57 mg, 98%). δH ((CD3)2SO) 11.33 (1H, br s, NH), 7.6...